From a dataset of the Open Reaction Database (ORD), a public repository of structured organic reaction records. describe an organic reaction: reactants, conditions, products, and yield The reactants are CN1CCN(c2ccc(Nc3ncc(Br)n4ccnc34)cc2)CC1, O=C([O-])[O-], Cc1[nH]ncc1B1OC(C)(C)C(C)(C)O1, [Na+], [Na+], C1COCCO1, CN(C)C=O, c1ccc(P(c2ccccc2)(c2ccccc2)[Pd](P(c2ccccc2)(c2ccccc2)c2ccccc2)(P(c2ccccc2)(c2ccccc2)c2ccccc2)P(c2ccccc2)(c2ccccc2)c2ccccc2)cc1. Yields the product Cc1[nH]ncc1-c1cnc(Nc2ccc(N3CCN(C)CC3)cc2)c2nccn12. As a reaction SMILES: [Br:16][c:17]1[cH:18][n:19][c:20]([NH:26][c:27]2[cH:28][cH:29][c:30]([N:33]3[CH2:34][CH2:35][N:36]([CH3:39])[CH2:37][CH2:38]3)[cH:31][cH:32]2)[c:21]2[n:22]1[cH:23][cH:24][n:25]2.[C:51](=[O:52])([O-:53])[O-:54].[CH3:1][c:2]1[c:3]([B:7]2[O:8][C:9]([CH3:10])([CH3:11])[C:12]([CH3:13])([CH3:14])[O:15]2)[cH:4][n:5][nH:6]1.[Na+:55].[Na+:56].[O:40]1[CH2:41][CH2:42][O:43][CH2:44][CH2:45]1.[O:46]=[CH:47][N:48]([CH3:49])[CH3:50].[cH:57]1[cH:58][cH:59][c:60]([P:61]([Pd:62]([P:63]([c:64]2[cH:65][cH:66][cH:67][cH:68][cH:69]2)([c:70]2[cH:71][cH:72][cH:73][cH:74][cH:75]2)[c:76]2[cH:77][cH:78][cH:79][cH:80][cH:81]2)([P:82]([c:83]2[cH:84][cH:85][cH:86][cH:87][cH:88]2)([c:89]2[cH:90][cH:91][cH:92][cH:93][cH:94]2)[c:95]2[cH:96][cH:97][cH:98][cH:99][cH:100]2)[P:101]([c:102]2[cH:103][cH:104][cH:105][cH:106][cH:107]2)([c:108]2[cH:109][cH:110][cH:111][cH:112][cH:113]2)[c:114]2[cH:115][cH:116][cH:117][cH:118][cH:119]2)([c:120]2[cH:121][cH:122][cH:123][cH:124][cH:125]2)[c:126]2[cH:127][cH:128][cH:129][cH:130][cH:131]2)[cH:132][cH:133]1>>[CH3:1][c:2]1[c:3](-[c:17]2[cH:18][n:19][c:20]([NH:26][c:27]3[cH:28][cH:29][c:30]([N:33]4[CH2:34][CH2:35][N:36]([CH3:39])[CH2:37][CH2:38]4)[cH:31][cH:32]3)[c:21]3[n:22]2[cH:23][cH:24][n:25]3)[cH:4][n:5][nH:6]1. RXN SMILES: [CH3:1][N:2]1[CH2:3][CH2:4][C:5](=[O:8])[CH2:6][CH2:7]1.[CH3:25][C:26](=[O:27])[OH:28].[O:9]=[C:10]1[O:11][CH2:12][CH:13]([CH2:15][c:16]2[cH:17][c:18]3[cH:19][cH:20][nH:21][c:22]3[cH:23][cH:24]2)[NH:14]1>>[CH3:1][N:2]1[CH2:3][CH2:4][C:5]([c:19]2[c:18]3[cH:17][c:16]([CH2:15][CH:13]4[CH2:12][O:11][C:10](=[O:9])[NH:14]4)[cH:24][cH:23][c:22]3[nH:21][cH:20]2)=[CH:6][CH2:7]1. Starting materials: CN1CCC(=O)CC1, CC(=O)O, O=C1NC(Cc2ccc3[nH]ccc3c2)CO1. Product: CN1CC=C(c2c[nH]c3ccc(CC4COC(=O)N4)cc23)CC1. Reactants: CCOC(C)=O, ClCCl, CCOC(C)=O, CS(=O)(=O)c1cccc2c1CN(C(CC1CCCCC1)C(=O)O)C2=O, CS(=O)(=O)c1cccc2c1C(=O)N(C(CC1CCCCC1)C(=O)O)C2, O=C(Nc1nccs1)C(CC1CCCCC1)N1Cc2ccccc2C1=O, Nc1nccs1. Yields the product CS(=O)(=O)c1cccc2c1CN(C(CC1CCCCC1)C(=O)Nc1nccs1)C2=O. Reaction SMILES: [C:92]([O:93][CH2:94][CH3:95])(=[O:96])[CH3:97].[CH2:89]([Cl:90])[Cl:91].[CH3:83][CH2:84][O:85][C:86](=[O:87])[CH3:88].[CH:1]1([CH2:7][CH:8]([C:9](=[O:10])[OH:11])[N:12]2[C:13](=[O:25])[c:14]3[cH:15][cH:16][cH:17][c:18]([S:21](=[O:22])(=[O:23])[CH3:24])[c:19]3[CH2:20]2)[CH2:2][CH2:3][CH2:4][CH2:5][CH2:6]1.[CH:26]1([CH2:27][CH:28]([N:29]2[CH2:30][c:31]3[c:32]([c:33]([S:34]([CH3:35])(=[O:36])=[O:37])[cH:38][cH:39][cH:40]3)[C:41]2=[O:42])[C:43]([OH:44])=[O:45])[CH2:46][CH2:47][CH2:48][CH2:49][CH2:50]1.[CH:57]1([CH2:58][CH:59]([N:60]2[CH2:61][c:62]3[c:63]([cH:64][cH:65][cH:66][cH:67]3)[C:68]2=[O:69])[C:70]([NH:71][c:72]2[s:73][cH:74][cH:75][n:76]2)=[O:77])[CH2:78][CH2:79][CH2:80][CH2:81][CH2:82]1.[NH2:51][c:52]1[s:53][cH:54][cH:55][n:56]1>>[CH:1]1([CH2:7][CH:8]([C:9](=[O:10])[NH:51][c:52]2[s:53][cH:54][cH:55][n:56]2)[N:12]2[C:13](=[O:25])[c:14]3[cH:15][cH:16][cH:17][c:18]([S:21](=[O:22])(=[O:23])[CH3:24])[c:19]3[CH2:20]2)[CH2:2][CH2:3][CH2:4][CH2:5][CH2:6]1. Starting materials: CC#N, OC1(c2ccc(Br)c(Cc3ccc4c(c3)N(Cc3ccccc3)CCO4)c2)OC(COCc2ccccc2)C(OCc2ccccc2)C(OCc2ccccc2)C1OCc1ccccc1, CC[SiH](CC)CC, ClCCl. Yields the product Brc1ccc(C2OC(COCc3ccccc3)C(OCc3ccccc3)C(OCc3ccccc3)C2OCc2ccccc2)cc1Cc1ccc2c(c1)N(Cc1ccccc1)CCO2. RXN SMILES: [C:76](#[N:77])[CH3:78].[CH2:1]([c:2]1[cH:3][cH:4][cH:5][cH:6][cH:7]1)[N:8]1[CH2:9][CH2:10][O:11][c:12]2[c:13]1[cH:14][c:15]([CH2:18][c:19]1[cH:20][c:21]([C:26]3([OH:65])[O:27][CH:28]([CH2:56][O:57][CH2:58][c:59]4[cH:60][cH:61][cH:62][cH:63][cH:64]4)[CH:29]([O:48][CH2:49][c:50]4[cH:51][cH:52][cH:53][cH:54][cH:55]4)[CH:30]([O:40][CH2:41][c:42]4[cH:43][cH:44][cH:45][cH:46][cH:47]4)[CH:31]3[O:32][CH2:33][c:34]3[cH:35][cH:36][cH:37][cH:38][cH:39]3)[cH:22][cH:23][c:24]1[Br:25])[cH:16][cH:17]2.[CH2:66]([SiH:67]([CH2:68][CH3:69])[CH2:70][CH3:71])[CH3:72].[Cl:73][CH2:74][Cl:75]>>[CH2:1]([c:2]1[cH:3][cH:4][cH:5][cH:6][cH:7]1)[N:8]1[CH2:9][CH2:10][O:11][c:12]2[c:13]1[cH:14][c:15]([CH2:18][c:19]1[cH:20][c:21]([CH:26]3[O:27][CH:28]([CH2:56][O:57][CH2:58][c:59]4[cH:60][cH:61][cH:62][cH:63][cH:64]4)[CH:29]([O:48][CH2:49][c:50]4[cH:51][cH:52][cH:53][cH:54][cH:55]4)[CH:30]([O:40][CH2:41][c:42]4[cH:43][cH:44][cH:45][cH:46][cH:47]4)[CH:31]3[O:32][CH2:33][c:34]3[cH:35][cH:36][cH:37][cH:38][cH:39]3)[cH:22][cH:23][c:24]1[Br:25])[cH:16][cH:17]2.